This data is from the Open Reaction Database (ORD), a public repository of structured organic reaction records. The task is: describe an organic reaction: reactants, conditions, products, and yield Reactants: BrC=1C=CC=C2N=C(C(=NC12)NC(C)(C)C)Cl (8-bromo-N-(tert-butyl)-3-chloroquinoxalin-2-amine), BrC=1C=CC=C2N=C(C(=NC12)NC(C)(C)C)Cl (8-bromo-N-(tert-butyl)-3-chloroquinoxalin-2-amine), BrC1=C2N=C(C(=NC2=CC=C1)NC(C)(C)C)Cl (5-bromo-N-(tert-butyl)-3-chloroquinoxalin-2-amine), [F-].[K+] (KF). The solvent is CS(=O)C (DMSO), C(Cl)Cl (DCM). Reaction conditions: temperature 90 celsius. Product: BrC=1C=CC=C2N=C(C(=NC12)NC(C)(C)C)F.BrC1=C2N=C(C(=NC2=CC=C1)NC(C)(C)C)F (8-bromo-N-(tert-butyl)-3-fluoroquinoxalin-2-amine 5-bromo-N-(tert-butyl)-3-fluoroquinoxalin-2-amine). The yield is 64.0%. As a reaction SMILES: [Br:1][C:2]1[CH:3]=[CH:4][CH:5]=[C:6]2[C:11]=1[N:10]=[C:9]([NH:12][C:13]([CH3:16])([CH3:15])[CH3:14])[C:8](Cl)=[N:7]2.[Br:18][C:19]1[CH:28]=[CH:27][CH:26]=[C:25]2[C:20]=1[N:21]=[C:22](Cl)[C:23]([NH:29][C:30]([CH3:33])([CH3:32])[CH3:31])=[N:24]2.[F-:35].[K+]>CS(C)=O.C(Cl)Cl>[Br:1][C:2]1[CH:3]=[CH:4][CH:5]=[C:6]2[C:11]=1[N:10]=[C:9]([NH:12][C:13]([CH3:16])([CH3:15])[CH3:14])[C:8]([F:35])=[N:7]2.[Br:18][C:19]1[CH:28]=[CH:27][CH:26]=[C:25]2[C:20]=1[N:21]=[C:22]([F:35])[C:23]([NH:29][C:30]([CH3:33])([CH3:32])[CH3:31])=[N:24]2 |f:2.3,6.7|. Procedure: A mixture of Intermediate 304a (as a ˜2.5:1 mixture of 8-bromo-N-(tert-butyl)-3-chloroquinoxalin-2-amine and 5-bromo-N-(tert-butyl)-3-chloroquinoxalin-2-amine (407 mg, 0.6 mmol) and KF (113 mg, 1.94 mmol) in DMSO (1.3 mL) was heated to 90° C. for 24 h. The reaction mixture was diluted with DCM (100 mL), added to a separatory funnel, and washed with saturated aq. NaHCO3 (2×75 mL) before the organic layer was separated, dried over Na2SO4, and concentrated to give an inseparable mixture (˜2.5:1) of...